From a dataset of the Open Reaction Database (ORD), a public repository of structured organic reaction records. describe an organic reaction: reactants, conditions, products, and yield The reactants are COCCO[AlH2-]OCCOC, O=C(c1ccc(Cl)cc1)N1CC2CC2(c2ccc(Cl)cc2)C1, [Na+], c1ccccc1. Yields the product Clc1ccc(CN2CC3CC3(c3ccc(Cl)cc3)C2)cc1. As a reaction SMILES: [CH3:24][O:25][CH2:26][CH2:27][O:28][AlH2-:29][O:30][CH2:31][CH2:32][O:33][CH3:34].[Cl:1][c:2]1[cH:3][cH:4][c:5]([C:6](=[O:7])[N:8]2[CH2:9][C:10]3([c:14]4[cH:15][cH:16][c:17]([Cl:20])[cH:18][cH:19]4)[CH2:11][CH:12]3[CH2:13]2)[cH:21][cH:22]1.[Na+:23].[cH:35]1[cH:36][cH:37][cH:38][cH:39][cH:40]1>>[Cl:1][c:2]1[cH:3][cH:4][c:5]([CH2:6][N:8]2[CH2:9][C:10]3([c:14]4[cH:15][cH:16][c:17]([Cl:20])[cH:18][cH:19]4)[CH2:11][CH:12]3[CH2:13]2)[cH:21][cH:22]1. Reactants: ONC(=N)C=1C=CC(=NC1)N1C2CN(CC1CC2)C(=O)OC(C)(C)C (tert-Butyl 8-[5-(N-hydroxycarbamimidoyl)pyridin-2-yl]-3,8-diazabicyclo[3.2.1]octane-3-carboxylate), CN(C)C=O (DMF), ClC(=O)OC (methyl chloroformate). Run in N1=CC=CC=C1 (pyridine). Conditions: time 3 hour. Yields the product O=C1NC(=NO1)C=1C=CC(=NC1)N1C2CN(CC1CC2)C(=O)OC(C)(C)C (tert-Butyl 8-[5-(5-oxo-4,5-dihydro[1,2,4]oxadiazol-3-yl)pyridin-2-yl]-3,8-diazabicyclo[3.2.1]octane-3-carboxylate). Reaction SMILES: [OH:1][NH:2][C:3]([C:5]1[CH:6]=[CH:7][C:8]([N:11]2[CH:16]3[CH2:17][CH2:18][CH:12]2[CH2:13][N:14]([C:19]([O:21][C:22]([CH3:25])([CH3:24])[CH3:23])=[O:20])[CH2:15]3)=[N:9][CH:10]=1)=[NH:4].CN([CH:29]=[O:30])C.ClC(OC)=O>N1C=CC=CC=1>[O:30]=[C:29]1[O:1][N:2]=[C:3]([C:5]2[CH:6]=[CH:7][C:8]([N:11]3[CH:12]4[CH2:18][CH2:17][CH:16]3[CH2:15][N:14]([C:19]([O:21][C:22]([CH3:25])([CH3:24])[CH3:23])=[O:20])[CH2:13]4)=[N:9][CH:10]=2)[NH:4]1. Procedure: 1 g of the compound from step c) is placed in a round-bottomed flask under a stream of nitrogen, and 10 ml of DMF and 0.3 ml of pyridine are added. 0.23 ml of methyl chloroformate is added at 0° C., and the mixture is stirred at room temperature for 3 hours. The resulting mixture is washed with water and extracted with ethyl acetate. The organic phase is dried over Na2SO4, filtered and evaporated under vacuum. 30 ml of toluene are added and the resulting mixture is stirred at reflux for 4 hours....